Dataset: the Open Reaction Database (ORD), a public repository of structured organic reaction records. Task: describe an organic reaction: reactants, conditions, products, and yield The reactants are N1=CC=CC=C1 (pyridine), CC(C)([O-])C.[K+] (potassium t-butoxide), C(#N)C1=NC=CC=C1O (2-Cyano-3-hydroxypyridine), ice water, [H-].[Na+] (NaH), BrCC(=O)OCC (ethyl bromoacetate). Solvent: C1CCOC1 (THF), CN(C)C=O (DMF). Reaction conditions: temperature 0 celsius, time 20 minute. Product: NC1=C(OC2=NC=CC=C21)C(=O)OC (3-Amino-2-carbomethoxyfuro[2,3-b]pyridine). Yield: 76.0%. Reaction SMILES: C([C:3]1[C:8](O)=[CH:7][CH:6]=[CH:5][N:4]=1)#N.[H-].[Na+].Br[CH2:13][C:14]([O:16][CH2:17]C)=[O:15].[N:19]1[CH:24]=CC=CC=1.CC(C)([O-:28])C.[K+]>CN(C=O)C.C1COCC1>[NH2:19][C:24]1[C:8]2[C:3](=[N:4][CH:5]=[CH:6][CH:7]=2)[O:28][C:13]=1[C:14]([O:16][CH3:17])=[O:15] |f:1.2,5.6|. Procedure details: 2-Cyano-3-hydroxypyridine (1.2 g, 10 mmol), prepared as described in Synthesis 316 (1983), was aedded in portions to a 0° C. suspension of NaH (0.4 g of 60% dispersion, 10 mmol) in DMF (5 mL). After stirring for 20 min at 0° C., ethyl bromoacetate was added dropwise. The reaction was stirred for 30 min at 25° C. and was the poured into ice water. The resulting solid was collected by filtration and was washed with a small portion of water. The crude ethyl ester was taken up in EtOAc, dried (MgSO4... The product is CC(N)C(C)(C)CCCN. Starting materials: CC1NCCCC1(C)C, [H][H], N, O=[Ti]=O. Reaction SMILES: [CH3:4][CH:5]1[NH:6][CH2:7][CH2:8][CH2:9][C:10]1([CH3:11])[CH3:12].[H:2][H:3].[NH3:1].[O:13]=[Ti:14]=[O:15]>>[NH2:1][CH:5]([CH3:4])[C:10]([CH2:9][CH2:8][CH2:7][NH2:6])([CH3:11])[CH3:12]. The reactants are [N+](=O)([O-])C=1C=CC2=C(C(=NCC(=N2)NN)C2=CC=CC=C2)C1 (7-nitro-2-hydrazino-5-phenyl-3H-1,4-benzodiazepine), O=C(C(=O)O)CCCN1CCCCC1 (2-oxo-5-piperidinopentanoic acid). Yields the product [N+](=O)([O-])C=1C=CC2=C(C(=NCC(=N2)NN=C(CCCN2CCCCC2)C(=O)O)C2=CC=CC=C2)C1 (7-nitro-2-[(1-carboxy-4-piperidinobutylidene)-hydrazino]-5-phenyl-3H-1,4-benzodiazepine). RXN SMILES: [N+:1]([C:4]1[CH:5]=[CH:6][C:7]2[N:13]=[C:12]([NH:14][NH2:15])[CH2:11][N:10]=[C:9]([C:16]3[CH:21]=[CH:20][CH:19]=[CH:18][CH:17]=3)[C:8]=2[CH:22]=1)([O-:3])=[O:2].O=[C:24]([CH2:28][CH2:29][CH2:30][N:31]1[CH2:36][CH2:35][CH2:34][CH2:33][CH2:32]1)[C:25]([OH:27])=[O:26]>>[N+:1]([C:4]1[CH:5]=[CH:6][C:7]2[N:13]=[C:12]([NH:14][N:15]=[C:24]([C:25]([OH:27])=[O:26])[CH2:28][CH2:29][CH2:30][N:31]3[CH2:36][CH2:35][CH2:34][CH2:33][CH2:32]3)[CH2:11][N:10]=[C:9]([C:16]3[CH:21]=[CH:20][CH:19]=[CH:18][CH:17]=3)[C:8]=2[CH:22]=1)([O-:3])=[O:2]. Procedure: In the manner given in Example 13, 7-nitro-2-hydrazino-5-phenyl-3H-1,4-benzodiazepine can be stirred with 2-oxo-5-piperidinopentanoic acid at room temperature to give 7-nitro-2-[(1-carboxy-4-piperidinobutylidene)-hydrazino]-5-phenyl-3H-1,4-benzodiazepine. The reactants are C1(=CC=CC=C1)C1CCNCC1 (4-phenylpiperidine), C(C=C)(=O)OCC (ethyl acrylate). The solvent is C(C)OCC (diethyl ether). Conditions: time 8 hour. The product is C(C)OC(CCN1CCC(CC1)C1=CC=CC=C1)=O (3-(4-phenylpiperidino)-propionic acid ethyl ester). Isolated yield 95.0%. As a reaction SMILES: [C:1]1([CH:7]2[CH2:12][CH2:11][NH:10][CH2:9][CH2:8]2)[CH:6]=[CH:5][CH:4]=[CH:3][CH:2]=1.[C:13]([O:17][CH2:18][CH3:19])(=[O:16])[CH:14]=[CH2:15]>C(OCC)C>[CH2:18]([O:17][C:13](=[O:16])[CH2:14][CH2:15][N:10]1[CH2:9][CH2:8][CH:7]([C:1]2[CH:6]=[CH:5][CH:4]=[CH:3][CH:2]=2)[CH2:12][CH2:11]1)[CH3:19]. Procedure details: 25.0 g of 4-phenylpiperidine (0.15 mol) are placed in 50 ml of diethyl ether and, while stirring, 15.1 g of ethyl acrylate are gradually added thereto. With a slight increase in temperature, a clear solution forms. After standing overnight at room temperature, the ether is distilled off. The oil remaining behind is the crude 3-(4-phenylpiperidino)-propionic acid ethyl ester (yield approx. 95%).